Dataset: the Open Reaction Database (ORD), a public repository of structured organic reaction records. Task: describe an organic reaction: reactants, conditions, products, and yield Starting materials: CCN(C(C)C)C(C)C, CS(=O)(=O)Cl, ClCCl, CC(C)(C)OC(=O)N1CC(O)C1. Yields the product CC(C)(C)OC(=O)N1CC(OS(C)(=O)=O)C1. As a reaction SMILES: [CH2:13]([N:14]([CH:15]([CH3:16])[CH3:17])[CH:18]([CH3:19])[CH3:20])[CH3:21].[CH3:22][S:23]([Cl:24])(=[O:25])=[O:26].[Cl:27][CH2:28][Cl:29].[OH:1][CH:2]1[CH2:3][N:4]([C:6](=[O:7])[O:8][C:9]([CH3:10])([CH3:11])[CH3:12])[CH2:5]1>>[O:1]([CH:2]1[CH2:3][N:4]([C:6](=[O:7])[O:8][C:9]([CH3:10])([CH3:11])[CH3:12])[CH2:5]1)[S:23]([CH3:22])(=[O:25])=[O:26]. Reactants: C1(=CC=CC=C1)C1(CC1)C(N)=S (1-phenylcyclopropanecarbothioamide), BrCC(=O)C1=CC=C(C#N)C=C1 (4-(bromoacetyl)benzonitrile). Run in CCO (EtOH). Yields the product C1(=CC=CC=C1)C1(CC1)C=1SC(=CN1)C1=CC=C(C#N)C=C1 (4-[2-(1-phenylcyclopropyl)-1,3-thiazol-5-yl]benzonitrile). Reaction SMILES: [C:1]1([C:7]2([C:10](=[S:12])[NH2:11])[CH2:9][CH2:8]2)[CH:6]=[CH:5][CH:4]=[CH:3][CH:2]=1.Br[CH2:14][C:15]([C:17]1[CH:24]=[CH:23][C:20]([C:21]#[N:22])=[CH:19][CH:18]=1)=O>CCO>[C:1]1([C:7]2([C:10]3[S:12][C:15]([C:17]4[CH:24]=[CH:23][C:20]([C:21]#[N:22])=[CH:19][CH:18]=4)=[CH:14][N:11]=3)[CH2:9][CH2:8]2)[CH:6]=[CH:5][CH:4]=[CH:3][CH:2]=1. Procedure details: 1-Phenylcyclopropanecarbothioamide (1-2, 0.050 g, 0.282 mmol) and 4-(bromoacetyl)benzonitrile (1-3, 0.063 g, 0.282 mmol) were combined in a dry flask, and dissolved in EtOH (10.0 mL). The resulting solution was refluxed for 2 h, and the product precipitated from the reaction upon cooling. The solid was filtered, washed with EtOH (3×5 mL) and dried under vacuum to provide 4-[2-(1-phenylcyclopropyl)-1,3-thiazol-5-yl]benzonitrile (1-4) as a tan solid: 1H NMR (300 MHz, CDCl3) δ 7.98 (d, J=8.2 Hz, 2H... The reactants are C(C)OC(C=C(OCC)N)=O (β-amino-β-ethoxyacrylic acid ethyl ester), ClC=1C=C(CNN)C=CC1 (3-chlorobenzylhydrazine), compound. Run in C(C)O (ethanol), C(C)O (ethanol). Yields the product NC=1NN(C(C1)=O)CC1=CC(=CC=C1)Cl (3-Amino-1-(3-chlorobenzyl)-pyrazol-5-one). Yield: 42.0%. Reaction SMILES: C([O:3][C:4](=O)[CH:5]=[C:6]([NH2:10])OCC)C.[Cl:12][C:13]1[CH:14]=[C:15]([CH:19]=[CH:20][CH:21]=1)[CH2:16][NH:17][NH2:18]>C(O)C>[NH2:10][C:6]1[NH:18][N:17]([CH2:16][C:15]2[CH:19]=[CH:20][CH:21]=[C:13]([Cl:12])[CH:14]=2)[C:4](=[O:3])[CH:5]=1. Procedure details: 35 g (10% excess) of β-amino-β-ethoxyacrylic acid ethyl ester are introduced into 100 ml of ethanol. 32 g of 3-chlorobenzylhydrazine in 50 ml of ethanol are added while stirring. The mixture is worked up as above. 18.9 g of the compound identified above, as colorless felted needles of melting point 132°, are obtained. (Yield: 42% of theory) Reactants: BrCc1cc2ccccc2o1, COc1cc(C=CCN2CCC(c3ccc(Oc4ccccc4)cc3)CC2)ccc1O. Product: c1ccc(Oc2ccc(C3CCN(Cc4cc5ccccc5o4)CC3)cc2)cc1. RXN SMILES: [Br:32][CH2:33][c:34]1[o:35][c:36]2[c:37]([cH:38]1)[cH:39][cH:40][cH:41][cH:42]2.[OH:1][c:2]1[cH:3][cH:4][c:5]([CH:6]=[CH:7][CH2:8][N:11]2[CH2:12][CH2:13][CH:14]([c:17]3[cH:18][cH:19][c:20]([O:23][c:24]4[cH:25][cH:26][cH:27][cH:28][cH:29]4)[cH:21][cH:22]3)[CH2:15][CH2:16]2)[cH:9][c:10]1[O:30][CH3:31]>>[N:11]1([CH2:33][c:34]2[o:35][c:36]3[c:37]([cH:38]2)[cH:39][cH:40][cH:41][cH:42]3)[CH2:12][CH2:13][CH:14]([c:17]2[cH:18][cH:19][c:20]([O:23][c:24]3[cH:25][cH:26][cH:27][cH:28][cH:29]3)[cH:21][cH:22]2)[CH2:15][CH2:16]1.